describe an organic reaction: reactants, conditions, products, and yield From a dataset of the Open Reaction Database (ORD), a public repository of structured organic reaction records. The product is CCc1ccc(CC(NC(=O)N2CCC(N3CCc4ccccc4NC3=O)CC2)C(=O)N2CC(N3CCCCCC3)C2)cc1CC. Reactants: CCc1ccc(CC(NC(=O)N2CCC(N3CCc4ccccc4NC3=O)CC2)C(=O)O)cc1CC, C1CCCN(C2CNC2)CC1. Reaction SMILES: [CH2:1]([CH3:2])[c:3]1[cH:4][c:5]([CH2:11][CH:12]([C:13](=[O:14])[OH:15])[NH:16][C:17](=[O:18])[N:19]2[CH2:20][CH2:21][CH:22]([N:25]3[C:26](=[O:36])[NH:27][c:28]4[c:29]([cH:32][cH:33][cH:34][cH:35]4)[CH2:30][CH2:31]3)[CH2:23][CH2:24]2)[cH:6][cH:7][c:8]1[CH2:9][CH3:10].[NH:37]1[CH2:38][CH:39]([N:41]2[CH2:42][CH2:43][CH2:44][CH2:45][CH2:46][CH2:47]2)[CH2:40]1>>[CH2:1]([CH3:2])[c:3]1[cH:4][c:5]([CH2:11][CH:12]([C:13](=[O:14])[N:37]2[CH2:38][CH:39]([N:41]3[CH2:42][CH2:43][CH2:44][CH2:45][CH2:46][CH2:47]3)[CH2:40]2)[NH:16][C:17](=[O:18])[N:19]2[CH2:20][CH2:21][CH:22]([N:25]3[C:26](=[O:36])[NH:27][c:28]4[c:29]([cH:32][cH:33][cH:34][cH:35]4)[CH2:30][CH2:31]3)[CH2:23][CH2:24]2)[cH:6][cH:7][c:8]1[CH2:9][CH3:10]. The reactants are [BH4-], CC(C)(C)c1ccc(C=O)cc1, NCCO, ClCCCl, CO, Cl, [Na+], O=C(O)c1cccc2cc[nH]c12. Product: CC(C)(C)c1ccc(CN(CCO)C(=O)c2cccc3cc[nH]c23)cc1. Reaction SMILES: [BH4-:17].[C:1]([CH3:2])([CH3:3])([CH3:4])[c:5]1[cH:6][cH:7][c:8]([CH:9]=[O:10])[cH:11][cH:12]1.[CH2:13]([OH:14])[CH2:15][NH2:16].[CH2:31]([Cl:32])[CH2:33][Cl:34].[CH3:36][OH:37].[ClH:35].[Na+:18].[nH:19]1[cH:20][cH:21][c:22]2[cH:23][cH:24][cH:25][c:26]([C:28](=[O:29])[OH:30])[c:27]12>>[C:1]([CH3:2])([CH3:3])([CH3:4])[c:5]1[cH:6][cH:7][c:8]([CH2:9][N:16]([CH2:15][CH2:13][OH:14])[C:28]([c:26]2[cH:25][cH:24][cH:23][c:22]3[cH:21][cH:20][nH:19][c:27]32)=[O:29])[cH:11][cH:12]1. The reactants are C1(CC1)COC1=C(C=C(C=C1)F)C=1C2=C(N=CN1)C(=CN2)C(=O)O (4-(2-cyclopropylmethoxy-5-fluoro-phenyl)-5H-pyrrolo[3,2-d]pyrimidine-7-carboxylic acid), C(C)(C)(C)OC(N[C@@H]1CC[C@H](CC1)C(NC1CC1)=O)=O (trans-(4-cyclopropylcarbamoyl-cyclohexyl)-carbamic acid tert-butyl ester). Product: C1(CC1)NC(=O)[C@@H]1CC[C@H](CC1)NC(=O)C1=CNC2=C1N=CN=C2C2=C(C=CC(=C2)F)OCC2CC2 (trans-4-(2-Cyclopropylmethoxy-5-fluoro-phenyl)-5H-pyrrolo[3,2-d]pyrimidine-7-carboxylic acid (4-cyclopropylcarbamoyl-cyclohexyl)-amide). RXN SMILES: [CH:1]1([CH2:4][O:5][C:6]2[CH:11]=[CH:10][C:9]([F:12])=[CH:8][C:7]=2[C:13]2[C:14]3[NH:21][CH:20]=[C:19]([C:22](O)=[O:23])[C:15]=3[N:16]=[CH:17][N:18]=2)[CH2:3][CH2:2]1.C(OC(=O)[NH:31][C@H:32]1[CH2:37][CH2:36][C@H:35]([C:38](=[O:43])[NH:39][CH:40]2[CH2:42][CH2:41]2)[CH2:34][CH2:33]1)(C)(C)C>>[CH:40]1([NH:39][C:38]([C@H:35]2[CH2:36][CH2:37][C@H:32]([NH:31][C:22]([C:19]3[C:15]4[N:16]=[CH:17][N:18]=[C:13]([C:7]5[CH:8]=[C:9]([F:12])[CH:10]=[CH:11][C:6]=5[O:5][CH2:4][CH:1]5[CH2:3][CH2:2]5)[C:14]=4[NH:21][CH:20]=3)=[O:23])[CH2:33][CH2:34]2)=[O:43])[CH2:42][CH2:41]1. Procedure: Starting from 4-(2-cyclopropylmethoxy-5-fluoro-phenyl)-5H-pyrrolo[3,2-d]pyrimidine-7-carboxylic acid (example A77) and trans-(4-cyclopropylcarbamoyl-cyclohexyl)-carbamic acid tert-butyl ester (A195) the title compound is obtained as colorless solid. Starting materials: C(C)(C)(C)OC1C(C)O1 (1,2-epoxypropyl tert.-butyl ether), N (ammonia). Conditions: time 20 hour. Yields the product NCC(COC(C)(C)C)O (1-amino-3-tert.-butoxy-2-propanol). As a reaction SMILES: [C:1]([O:5][CH:6]1[O:9][CH:7]1[CH3:8])([CH3:4])([CH3:3])[CH3:2].[NH3:10]>>[NH2:10][CH2:8][CH:7]([OH:9])[CH2:6][O:5][C:1]([CH3:4])([CH3:3])[CH3:2]. Procedure: 100 g of 1,2-epoxypropyl tert.-butyl ether are added dropwise to 500 ml of conc. aqueous ammonia under ice-cooling and the mixture is stirred at room temperature for 20 hours. The reaction mixture is evaporated under reduced pressure to remove the aqueous ammonia. Chloroform is added to the residue. The mixture is dried with potassium carbonate. Insoluble materials are filtered off and the filtrate is evaporated to remove the solvent. The residue is distilled under reduced pressure. 49.3 g of 1-...